Dataset: the Open Reaction Database (ORD), a public repository of structured organic reaction records. Task: describe an organic reaction: reactants, conditions, products, and yield Reactants: CC1=C(C=CC(=C1)C1=NOC(=N1)C)C1=CC=C(C=C1)C(=O)O (2'-methyl-4'-(5-methyl-1,2,4-oxadiazol-3-yl) biphenyl-4-carboxylic acid), CN(CCCOC=1C=C(N)C=CC1OC)C (3-(3-dimethylaminopropoxy)-4-methoxyaniline), Example 1. Product: CN(CCCOC=1C=C(C=CC1OC)NC(=O)C1=CC=C(C=C1)C1=C(C=C(C=C1)C1=NOC(=N1)C)C)C (N-[3-(3-Dimethylaminopropoxy)-4-methoxyphenyl]-2'-methyl-4'-(5-methyl-1,2,4-oxadiazol-3-yl)biphenyl-4-carboxamide). Reaction SMILES: [CH3:1][C:2]1[CH:7]=[C:6]([C:8]2[N:12]=[C:11]([CH3:13])[O:10][N:9]=2)[CH:5]=[CH:4][C:3]=1[C:14]1[CH:19]=[CH:18][C:17]([C:20]([OH:22])=O)=[CH:16][CH:15]=1.[CH3:23][N:24]([CH3:38])[CH2:25][CH2:26][CH2:27][O:28][C:29]1[CH:30]=[C:31]([CH:33]=[CH:34][C:35]=1[O:36][CH3:37])[NH2:32]>>[CH3:38][N:24]([CH3:23])[CH2:25][CH2:26][CH2:27][O:28][C:29]1[CH:30]=[C:31]([NH:32][C:20]([C:17]2[CH:18]=[CH:19][C:14]([C:3]3[CH:4]=[CH:5][C:6]([C:8]4[N:12]=[C:11]([CH3:13])[O:10][N:9]=4)=[CH:7][C:2]=3[CH3:1])=[CH:15][CH:16]=2)=[O:22])[CH:33]=[CH:34][C:35]=1[O:36][CH3:37]. Procedure: The title compound was prepared from 2'-methyl-4'-(5-methyl-1,2,4-oxadiazol-3-yl)biphenyl-4-carboxylic acid (EP 0533268 A1) and 3-(3-dimethylaminopropoxy)-4-methoxyaniline (D23) using a similar procedure to Example 1 (58%). The reactants are C(CO)(=O)O (glycolic acid), ( i ), aldehyde, SCC(=O)O (mercaptoacetic acid), C(C=O)(=O)[O-] (glyoxylate), C1(=CC=C(C=C1)S(=O)(=O)O)C (p-toluenesulfonic acid). The solvent is C1(=CC=CC=C1)C (toluene). Product: O=C1CSC(O1)C(=O)O (5-oxo-1,3-oxathiolane-2-carboxylic acid). RXN SMILES: [C:1]([O-:5])(=[O:4])[CH:2]=[O:3].C(O)(=O)CO.[SH:11][CH2:12][C:13](O)=[O:14].C1(C)C=CC(S(O)(=O)=O)=CC=1>C1(C)C=CC=CC=1>[O:14]=[C:13]1[O:3][CH:2]([C:1]([OH:5])=[O:4])[S:11][CH2:12]1. Reported procedure: In all cases, the 1,3-oxathiolane ring is prepared in one of the following ways: (i) reaction of an aldehyde derived from a glyoxylate or glycolic acid with mercaptoacetic acid in toluene in the presence of p-toluenesulfonic acid to give 5-oxo-1,3-oxathiolane-2-carboxylic acid (Kraus, J-L., et al., Synthesis, 1991, 1046); (ii) cyclization of anhydrous glyoxylates with 2-mercaptoacetaldehyde diethylacetal at reflux in toluene to give 5-ethoxy-1,3-oxathiolane lactone (U.S. Pat. No. 5,047,407); (ii... The reactants are BrC=1N=CN(C1)C1=C(C=C(C=C1)[N+](=O)[O-])OC (4-bromo-1-(2-methoxy-4-nitro-phenyl)-1H-imidazole), stannous chloride dihydrate, C(O)([O-])=O.[Na+] (sodium hydrogen carbonate), O (water). Run in C(C)(=O)OCC (ethyl acetate), C(C)O (ethanol). Conditions: temperature 70 celsius, time 1 hour. Product: BrC=1N=CN(C1)C1=C(C=C(C=C1)N)OC (4-(4-bromo-imidazol-1-yl)-3-methoxy-phenylamine). Yield: 99.5%. RXN SMILES: [Br:1][C:2]1[N:3]=[CH:4][N:5]([C:7]2[CH:12]=[CH:11][C:10]([N+:13]([O-])=O)=[CH:9][C:8]=2[O:16][CH3:17])[CH:6]=1.O.C(=O)([O-])O.[Na+]>C(OCC)(=O)C.C(O)C>[Br:1][C:2]1[N:3]=[CH:4][N:5]([C:7]2[CH:12]=[CH:11][C:10]([NH2:13])=[CH:9][C:8]=2[O:16][CH3:17])[CH:6]=1 |f:2.3|. Procedure: 700 mg (2.35 mmol) 4-bromo-1-(2-methoxy-4-nitro-phenyl)-1H-imidazole and 2.755 g (12.2 mmol) stannous chloride dihydrate were suspended in a mixture of 40 ml ethyl acetate and 10 ml ethanol and stirred for 1 h at 70° C. The resulting mixture was poured into cold water and neutralized by addition of a saturated solution of sodium hydrogen carbonate. The product was extracted with ethyl acetate, dried and evaporated to give 627 mg (100%) of 4-(4-bromo-imidazol-1-yl)-3-methoxy-phenylamine as a yell... The reactants are FC1=CC=C(C=C1)C=1OC2=C(C1C(=O)NC)C=C(C(=C2)N(S(=O)(=O)C)C)B2OC(C(O2)(C)C)(C)C (2-(4-fluorophenyl)-N-methyl-6-(N-methylmethylsulfonamido)-5-(4,4,5,5-tetramethyl-1,3,2-dioxaborolan-2-yl)benzofuran-3-carboxamide), ClC=1C=CC2=C(C=3N(CO2)C2=C(C3)C=CC=N2)N1 (2-chloro-6H-pyrido[2,3-e]pyrido[3′,2′:4,5]pyrrolo[1,2-c][1,3]oxazine), K3PO4.3H2O, CC(C)C1=CC(=C(C(=C1)C(C)C)C2=C(C=CC=C2)P(C3CCCCC3)C4CCCCC4)C(C)C (X-Phos). Reagents/catalysts: C=1C=CC(=CC1)/C=C/C(=O)/C=C/C2=CC=CC=C2.C=1C=CC(=CC1)/C=C/C(=O)/C=C/C2=CC=CC=C2.C=1C=CC(=CC1)/C=C/C(=O)/C=C/C2=CC=CC=C2.[Pd].[Pd] (Pd2(dba)3). Solvent: O1CCOCC1.O (1,4-dioxane water). Run at temperature 80 celsius, time 8 hour. The product is FC1=CC=C(C=C1)C=1OC2=C(C1C(=O)NC)C=C(C(=C2)N(S(=O)(=O)C)C)C=2C=CC1=C(C=3N(CO1)C1=C(C3)C=CC=N1)N2 (2-(4-fluorophenyl)-N-methyl-6-(N-methylmethylsulfonamido)-5-(6H-pyrido[2,3-e]pyrido[3′,2′:4,5]pyrrolo[1,2-c][1,3]oxazin-2-yl)benzofuran-3-carboxamide). Isolated yield 62.7%. RXN SMILES: [F:1][C:2]1[CH:7]=[CH:6][C:5]([C:8]2[O:9][C:10]3[CH:20]=[C:19]([N:21]([CH3:26])[S:22]([CH3:25])(=[O:24])=[O:23])[C:18](B4OC(C)(C)C(C)(C)O4)=[CH:17][C:11]=3[C:12]=2[C:13]([NH:15][CH3:16])=[O:14])=[CH:4][CH:3]=1.Cl[C:37]1[CH:38]=[CH:39][C:40]2[O:45][CH2:44][N:43]3[C:46]4[N:52]=[CH:51][CH:50]=[CH:49][C:47]=4[CH:48]=[C:42]3[C:41]=2[N:53]=1.CC(C1C=C(C(C)C)C(C2C=CC=CC=2P(C2CCCCC2)C2CCCCC2)=C(C(C)C)C=1)C>O1CCOCC1.O.C1C=CC(/C=C/C(/C=C/C2C=CC=CC=2)=O)=CC=1.C1C=CC(/C=C/C(/C=C/C2C=CC=CC=2)=O)=CC=1.C1C=CC(/C=C/C(/C=C/C2C=CC=CC=2)=O)=CC=1.[Pd].[Pd]>[F:1][C:2]1[CH:7]=[CH:6][C:5]([C:8]2[O:9][C:10]3[CH:20]=[C:19]([N:21]([CH3:26])[S:22]([CH3:25])(=[O:24])=[O:23])[C:18]([C:37]4[CH:38]=[CH:39][C:40]5[O:45][CH2:44][N:43]6[C:46]7[N:52]=[CH:51][CH:50]=[CH:49][C:47]=7[CH:48]=[C:42]6[C:41]=5[N:53]=4)=[CH:17][C:11]=3[C:12]=2[C:13]([NH:15][CH3:16])=[O:14])=[CH:4][CH:3]=1 |f:3.4,5.6.7.8.9|. Procedure: To a mixture of 2-(4-fluorophenyl)-N-methyl-6-(N-methylmethylsulfonamido)-5-(4,4,5,5-tetramethyl-1,3,2-dioxaborolan-2-yl)benzofuran-3-carboxamide (40 mg, 0.08 mmol), 2-chloro-6H-pyrido[2,3-e]pyrido[3′,2′:4,5]pyrrolo[1,2-c][1,3]oxazine (27 mg, 0.10 mmol) and K3PO4.3H2O (64 mg, 0.24 mmol) in 1,4-dioxane/water (1.5 mL/0.2 mL), Pd2(dba)3 (5 mg), X-Phos (10 mg) were added under N2 protection. After stirred overnight at 80° C., the reaction mixture was concentrated in vacuo, suspended in water and ext... Starting materials: C(C)(=O)OC(C)=O (Acetic anhydride), CC1=CC=C(C=N1)/C=C/C1=CC=CC=2C3=C(NC12)CCNC3 (6-[(E)-2-(6-methylpyridin-3-yl)vinyl]-2,3,4,5-tetrahydro-1H-pyrido[4,3-b]indole). The solvent is C(C)(=O)O (acetic acid). Conditions: time 10 minute. Yields the product C(C)(=O)N1CC2=C(NC=3C(=CC=CC23)\C=C\C=2C=NC(=CC2)C)CC1 (2-acetyl-6-[(E)-2-(6-methylpyridin-3-yl)vinyl]-2,3,4,5-tetrahydro-1H-pyrido[4,3-b]indole). Reaction SMILES: C(O[C:5](=[O:7])[CH3:6])(=O)C.[CH3:8][C:9]1[N:14]=[CH:13][C:12](/[CH:15]=[CH:16]/[C:17]2[C:25]3[NH:24][C:23]4[CH2:26][CH2:27][NH:28][CH2:29][C:22]=4[C:21]=3[CH:20]=[CH:19][CH:18]=2)=[CH:11][CH:10]=1>C(O)(=O)C>[C:5]([N:28]1[CH2:27][CH2:26][C:23]2[NH:24][C:25]3[C:17](/[CH:16]=[CH:15]/[C:12]4[CH:13]=[N:14][C:9]([CH3:8])=[CH:10][CH:11]=4)=[CH:18][CH:19]=[CH:20][C:21]=3[C:22]=2[CH2:29]1)(=[O:7])[CH3:6]. Procedure: Acetic anhydride (1 mL; Fischer) was added dropwise to a solution of the product of Example 6C (45 mg, 0.16 mmol) in acetic acid (1 mL). The reaction mixture was stirred at room temperature for 10 minutes and then concentrated under vacuum. The resulting residue was purified by reverse-phase HPLC [Waters XBridge™ RP18 column, 5 μm, 30×100 mm, flow rate 40 mL/minute, 20-99% gradient of methanol in buffer (0.1 M aqueous ammonium bicarbonate, adjusted to pH 10 with ammonium hydroxide)] to afford th... Starting materials: CCO, O=[N+]([O-])c1ccc(CP2(=O)CCCCC2)cc1. The product is Nc1ccc(CP2(=O)CCCCC2)cc1. Reaction SMILES: [CH3:18][CH2:19][OH:20].[N+:1]([O-:2])(=[O:3])[c:4]1[cH:5][cH:6][c:7]([CH2:8][P:9]2(=[O:15])[CH2:10][CH2:11][CH2:12][CH2:13][CH2:14]2)[cH:16][cH:17]1>>[NH2:1][c:4]1[cH:5][cH:6][c:7]([CH2:8][P:9]2(=[O:15])[CH2:10][CH2:11][CH2:12][CH2:13][CH2:14]2)[cH:16][cH:17]1. The reactants are CN(C(=O)CC(=O)O)c1ccccc1, Cn1cnc(-c2cc3nccc(Oc4ccc(NC(=O)CC(=O)Nc5ccccc5)cc4F)c3s2)c1, Cn1cnc(-c2cc3nccc(Oc4ccc(N)cc4F)c3s2)c1, CN1CC=C(c2cc3nccc(Oc4ccc(N)cc4F)c3s2)CC1. Product: CN1CC=C(c2cc3nccc(Oc4ccc(NC(=O)CC(=O)N(C)c5ccccc5)cc4F)c3s2)CC1. RXN SMILES: [CH3:37][N:38]([C:39]([CH2:40][C:41](=[O:42])[OH:43])=[O:44])[c:45]1[cH:46][cH:47][cH:48][cH:49][cH:50]1.[F:1][c:2]1[cH:3][c:4]([NH:5][C:6](=[O:7])[CH2:8][C:9]([NH:10][c:11]2[cH:12][cH:13][cH:14][cH:15][cH:16]2)=[O:17])[cH:18][cH:19][c:20]1[O:21][c:22]1[cH:23][cH:24][n:25][c:26]2[cH:27][c:28](-[c:29]3[n:30][cH:31][n:32]([CH3:33])[cH:34]3)[s:35][c:36]12.[F:51][c:52]1[cH:53][c:54]([NH2:55])[cH:56][cH:57][c:58]1[O:59][c:60]1[cH:61][cH:62][n:63][c:64]2[cH:65][c:66](-[c:67]3[n:68][cH:69][n:70]([CH3:71])[cH:72]3)[s:73][c:74]12.[F:75][c:76]1[cH:77][c:78]([NH2:79])[cH:80][cH:81][c:82]1[O:83][c:84]1[c:85]2[c:86]([n:87][cH:88][cH:89]1)[cH:90][c:91]([C:93]1=[CH:98][CH2:97][N:96]([CH3:99])[CH2:95][CH2:94]1)[s:92]2>>[CH3:37][N:38]([C:39]([CH2:40][C:41](=[O:43])[NH:79][c:78]1[cH:77][c:76]([F:75])[c:82]([O:83][c:84]2[c:85]3[c:86]([n:87][cH:88][cH:89]2)[cH:90][c:91]([C:93]2=[CH:98][CH2:97][N:96]([CH3:99])[CH2:95][CH2:94]2)[s:92]3)[cH:81][cH:80]1)=[O:44])[c:45]1[cH:46][cH:47][cH:48][cH:49][cH:50]1. Starting materials: C(C)(=O)N1CCC(CC1)C1=CC=C(C=C1)S(=O)(=O)N (4-(1-Acetylpiperidin-4-yl)benzenesulphonamide). The solvent is Cl (hydrochloric acid). The product is N1CCC(CC1)C1=CC=C(C=C1)S(=O)(=O)N (4-(4-Piperidinyl)benzenesulphonamide). As a reaction SMILES: C([N:4]1[CH2:9][CH2:8][CH:7]([C:10]2[CH:15]=[CH:14][C:13]([S:16]([NH2:19])(=[O:18])=[O:17])=[CH:12][CH:11]=2)[CH2:6][CH2:5]1)(=O)C>Cl>[NH:4]1[CH2:9][CH2:8][CH:7]([C:10]2[CH:15]=[CH:14][C:13]([S:16]([NH2:19])(=[O:17])=[O:18])=[CH:12][CH:11]=2)[CH2:6][CH2:5]1. Procedure: A mixture of the product of part (ii) above (17.0 g) and 5N aqueous hydrochloric acid (150 ml) was heated under reflux for 3 hours. The resulting solution was evaporated and the residue was dissolved in the minimum volume of water. The solution was made basic (to a pH of about 8-9) by the addition of solid sodium bicarbonate. The solid was filtered off, washed with a little water and crystallised from ethanol/methanol (2:1) to give the title compound, (7.70 g), m.p. 229°-230°. Reactants: BrC1=C(C=C2CCC(C2=C1)(C)C)OC (6-bromo-5-methoxy-1,1-dimethyl-indan), ClN1C(CCC1=O)=O (N-chlorosuccinimide), O (water), C(CCC)[Li] (n-butyllithium). Solvent: C1CCOC1 (THF), C1CCOC1 (THF). Reaction conditions: temperature -78 celsius, time 0.5 hour. Yields the product ClC1=C(C=C2CCC(C2=C1)(C)C)OC (6-Chloro-5-methoxy-1,1-dimethyl-indan). RXN SMILES: Br[C:2]1[CH:10]=[C:9]2[C:5]([CH2:6][CH2:7][C:8]2([CH3:12])[CH3:11])=[CH:4][C:3]=1[O:13][CH3:14].C([Li])CCC.[Cl:20]N1C(=O)CCC1=O.O>C1COCC1>[Cl:20][C:2]1[CH:10]=[C:9]2[C:5]([CH2:6][CH2:7][C:8]2([CH3:12])[CH3:11])=[CH:4][C:3]=1[O:13][CH3:14]. Reported procedure: To a solution of 6-bromo-5-methoxy-1,1-dimethyl-indan (2.00 g, 7.84 mmol) in THF (30 mL) at −78° C. was slowly added n-butyllithium (4.0 mL, 2.5 M in hexane). The resulting solution was stirred at −78° C. for 0.5 h and a solution of N-chlorosuccinimide (1.26 g, 9.40 mmol) in THF (30 mL) was added. After an additional 2 h at −78° C., the reaction was warmed to room temperature, poured into water (50 mL) and extracted with ethyl acetate (2×70 mL). The combined organic layers were washed with water... Starting materials: CC(C)(C)c1ccc(C(=O)O)cc1, Cl, Cl, Cl, NC1CCC(CCN2CCN(c3nccc4c3CCO4)CC2)CC1. Yields the product CC(C)(C)c1ccc(C(=O)NC2CCC(CCN3CCN(c4nccc5c4CCO5)CC3)CC2)cc1. As a reaction SMILES: [C:28]([CH3:29])([CH3:30])([CH3:31])[c:32]1[cH:33][cH:34][c:35]([C:36](=[O:37])[OH:38])[cH:39][cH:40]1.[ClH:1].[ClH:2].[ClH:3].[O:4]1[CH2:5][CH2:6][c:7]2[c:8]([N:13]3[CH2:14][CH2:15][N:16]([CH2:19][CH2:20][CH:21]4[CH2:22][CH2:23][CH:24]([NH2:27])[CH2:25][CH2:26]4)[CH2:17][CH2:18]3)[n:9][cH:10][cH:11][c:12]21>>[O:4]1[CH2:5][CH2:6][c:7]2[c:8]([N:13]3[CH2:14][CH2:15][N:16]([CH2:19][CH2:20][CH:21]4[CH2:22][CH2:23][CH:24]([NH:27][C:36]([c:35]5[cH:34][cH:33][c:32]([C:28]([CH3:29])([CH3:30])[CH3:31])[cH:40][cH:39]5)=[O:37])[CH2:25][CH2:26]4)[CH2:17][CH2:18]3)[n:9][cH:10][cH:11][c:12]21.